From a dataset of the Open Reaction Database (ORD), a public repository of structured organic reaction records. describe an organic reaction: reactants, conditions, products, and yield Starting materials: CNN=CC1=CC=CC=C1 (benzaldehyde methylhydrazone), C(C)OC=C(C(=O)OCC)C(C(F)F)=O (ethyl 2-ethoxymethylene-4,4-difluoro-3-oxo-butyrate). Run in C1(=CC=CC=C1)C (toluene). The product is FC(C(C(C(=O)OCC)=CN(N=CC1=CC=CC=C1)C)=O)F (Ethyl 4,4-difluoro-2-[1-{N-methyl-N′-[1-phenylmethylidene]hydrazino}-methylidene]-3-oxobutyrate). Yield: 74.1%. Reaction SMILES: [CH3:1][NH:2][N:3]=[CH:4][C:5]1[CH:10]=[CH:9][CH:8]=[CH:7][CH:6]=1.C(O[CH:14]=[C:15]([C:21](=[O:25])[CH:22]([F:24])[F:23])[C:16]([O:18][CH2:19][CH3:20])=[O:17])C>C1(C)C=CC=CC=1>[F:24][CH:22]([F:23])[C:21](=[O:25])[C:15](=[CH:14][N:2]([CH3:1])[N:3]=[CH:4][C:5]1[CH:10]=[CH:9][CH:8]=[CH:7][CH:6]=1)[C:16]([O:18][CH2:19][CH3:20])=[O:17]. Procedure details: 13.8 g (0.1 mol) of benzaldehyde methylhydrazone and 62.2 g of toluene were admixed with 23.7 g (0.1 mol) of ethyl 2-ethoxymethylene-4,4-difluoro-3-oxo-butyrate, as a result of which the internal temperature rose to 35° C. The reaction mixture was stirred at reflux temperature for 1.25 hours and then stirred at 25° C. for 15 hours. The precipitated solid was filtered off with a suction filter and washed twice with 25 m; each time of toluene. After drying at 40-50° C. under reduced pressure, 23 g... Starting materials: CCC(OC)OC, ClCCl, Oc1ccccc1-c1ccccc1, Cc1ccc(S(=O)(=O)O)cc1. Product: COCOc1ccccc1-c1ccccc1. Reaction SMILES: [CH3:25][O:26][CH:27]([O:28][CH3:29])[CH2:30][CH3:31].[Cl:32][CH2:33][Cl:34].[OH:1][c:2]1[c:3](-[c:8]2[cH:9][cH:10][cH:11][cH:12][cH:13]2)[cH:4][cH:5][cH:6][cH:7]1.[c:14]1([CH3:15])[cH:16][cH:17][c:18]([S:19]([OH:20])(=[O:21])=[O:22])[cH:23][cH:24]1>>[O:1]([c:2]1[c:3](-[c:8]2[cH:9][cH:10][cH:11][cH:12][cH:13]2)[cH:4][cH:5][cH:6][cH:7]1)[CH2:27][O:26][CH3:25].